This data is from the Open Reaction Database (ORD), a public repository of structured organic reaction records. The task is: describe an organic reaction: reactants, conditions, products, and yield Starting materials: BrC1=C2C=CNC2=CC=C1 (4-bromoindole), FC(C=1C=C(C=CC1)B(O)O)(F)F (3-trifluoromethylphenylboronic acid), [OH-].[Na+] (sodium hydroxide). The reagents and catalysts are [Pd] (Palladium). Run in C1CCOC1 (THF), C(C)(=O)OCC (ethyl acetate). Conditions: temperature 75 celsius, time 16 hour. Product: FC(C=1C=C(C=CC1)N1C=CC2=CC=CC=C12)(F)F ((3-Trifluoromethylphenyl)-1H-indole). Isolated yield 88.8%. Reaction SMILES: Br[C:2]1[CH:10]=[CH:9][CH:8]=[C:7]2[C:3]=1[CH:4]=[CH:5][NH:6]2.[F:11][C:12]([F:23])([F:22])[C:13]1[CH:14]=[C:15](B(O)O)[CH:16]=[CH:17][CH:18]=1.[OH-].[Na+]>C1COCC1.[Pd].C(OCC)(=O)C>[F:11][C:12]([F:23])([F:22])[C:13]1[CH:18]=[C:17]([N:6]2[C:7]3[C:3](=[CH:2][CH:10]=[CH:9][CH:8]=3)[CH:4]=[CH:5]2)[CH:16]=[CH:15][CH:14]=1 |f:2.3|. Procedure: To a mixture of 4-bromoindole (3.00 g, 15.3 mmol), and 3-trifluoromethylphenylboronic acid (2.91 g, 15.3 mmol) in THF (52 mL)) were added Palladium catalyst Pd(PPh3)4 (530 mg, 0.46 mmol) and the freshly prepared sodium hydroxide solution (1.84 g, 45.9 mmol in 21 mL water). The system was degassed and then charged with nitrogen. The degas procedure was repeated for three times. The mixture was stirred under nitrogen at 75° C. oil bath for 16 hours. TLC showed the completion of the coupling reacti...